This data is from the Open Reaction Database (ORD), a public repository of structured organic reaction records. The task is: describe an organic reaction: reactants, conditions, products, and yield Reactants: COc1c(F)ccc2c(=O)c3c(O)c(C#N)sc3n(C3CC3)c12, CC(C)(N)C1CCNC1. The product is COc1c(N2CCC(C(C)(C)N)C2)ccc2c(=O)c3c(O)c(C#N)sc3n(C3CC3)c12. Reaction SMILES: [CH:10]1([n:13]2[c:14]3[c:15]([c:16](=[O:26])[c:17]4[cH:18][cH:19][c:20]([F:25])[c:21]([O:23][CH3:24])[c:22]24)[c:27]([OH:32])[c:28]([C:30]#[N:31])[s:29]3)[CH2:11][CH2:12]1.[NH:1]1[CH2:2][CH:3]([C:6]([CH3:7])([CH3:8])[NH2:9])[CH2:4][CH2:5]1>>[N:1]1([c:20]2[cH:19][cH:18][c:17]3[c:16](=[O:26])[c:15]4[c:14]([n:13]([CH:10]5[CH2:11][CH2:12]5)[c:22]3[c:21]2[O:23][CH3:24])[s:29][c:28]([C:30]#[N:31])[c:27]4[OH:32])[CH2:2][CH:3]([C:6]([CH3:7])([CH3:8])[NH2:9])[CH2:4][CH2:5]1. Starting materials: C(C)OC(C)OCC (1,1-diethoxyethane), BrC(=CO[Si](C)(C)C)C=C (2-bromo-1-trimethylsiloxybut-1,3-diene), O (water). Reagents/catalysts: [Br-].[Zn+2].[Br-] (zinc bromide). Solvent: ClCCl (dichloromethane). Product: BrC(C=O)=CCC(C)OCC (2-bromo-5-ethoxyhex-2-enal). Isolated yield 77.8%. Reaction SMILES: [Br:1][C:2]([CH:9]=[CH2:10])=[CH:3][O:4][Si](C)(C)C.[CH2:11]([O:13][CH:14](OCC)[CH3:15])[CH3:12].O>ClCCl.[Br-].[Zn+2].[Br-]>[Br:1][C:2](=[CH:3][CH2:4][CH:11]([O:13][CH2:14][CH3:15])[CH3:12])[CH:9]=[O:10] |f:4.5.6|. Procedure details: A solution of 2.21 g (10 mmoles) of 2-bromo-1-trimethylsiloxybut-1,3-diene in 30 ml of anhydrous dichloromethane are introduced into a 100 ml reactor traversed by a stream of nitrogen. 1.18 g (about 11 mmoles) of 1,1-diethoxyethane are slowly added and then 100 mg of anhydrous zinc bromide. After reaction for 10 minutes, 20 ml of water are added, the organic phase is collected, and the aqueous phase is extracted with 20 ml of dichloromethane. The dichloromethane fractions are combined and dried ... Reactants: [Al+3], CON(C)C(=O)c1ccc(Cl)c(-n2cccc2)c1, [H-], [H-], [H-], [H-], [Li+], C1CCOC1. The product is O=Cc1ccc(Cl)c(-n2cccc2)c1. RXN SMILES: [Al+3:20].[CH3:1][O:2][N:3]([C:4]([c:5]1[cH:6][c:7](-[n:12]2[cH:13][cH:14][cH:15][cH:16]2)[c:8]([Cl:11])[cH:9][cH:10]1)=[O:17])[CH3:18].[H-:19].[H-:22].[H-:23].[H-:24].[Li+:21].[O:25]1[CH2:26][CH2:27][CH2:28][CH2:29]1>>[CH:4]([c:5]1[cH:6][c:7](-[n:12]2[cH:13][cH:14][cH:15][cH:16]2)[c:8]([Cl:11])[cH:9][cH:10]1)=[O:17]. As a reaction SMILES: C([O:3][P:4]([CH2:9][CH2:10][NH:11][S:12]([CH2:15][CH2:16][CH2:17][CH2:18][C:19]1[CH:24]=[CH:23][CH:22]=[CH:21][C:20]=1[O:25][CH2:26][CH2:27][CH2:28][CH2:29][CH:30]1[CH2:35][CH2:34][N:33](C(OC(C)(C)C)=O)[CH2:32][CH2:31]1)(=[O:14])=[O:13])(=[O:8])[O:5]CC)C.C[Si](Br)(C)C.[NH4+].[OH-].O>C(Cl)(Cl)Cl>[NH:33]1[CH2:34][CH2:35][CH:30]([CH2:29][CH2:28][CH2:27][CH2:26][O:25][C:20]2[CH:21]=[CH:22][CH:23]=[CH:24][C:19]=2[CH2:18][CH2:17][CH2:16][CH2:15][S:12]([NH:11][CH2:10][CH2:9][P:4]([OH:8])(=[O:3])[OH:5])(=[O:14])=[O:13])[CH2:31][CH2:32]1 |f:2.3.4|. Starting materials: C(C)OP(OCC)(=O)CCNS(=O)(=O)CCCCC1=C(C=CC=C1)OCCCCC1CCN(CC1)C(=O)OC(C)(C)C ({2-[4-[4-(N-t-Butyloxycarbonylpiperidin-4-yl)butyloxyphenyl]-1-n-butylsulfonylamino]}ethanephosphonic acid diethyl ester), C[Si](C)(C)Br (TMSBr), [NH4+].[OH-].O (NH4OH H2O). Procedure: A solution of 6-9 (0.63 g, 0.142 mmol) in CHCl3 (5 ml) at rt was treated with TMSBr (0.85 mmol) for 16 hrs. The solvent was removed and the residue was dissolved in 10% aqueous acetone and this stripped to dryness. The residue was mixed with toluene and the resulting gum was purified by flash chromatography on silica gel eluting with 4:1:1 HtOH/H2O/NH4OH to provide pure 6-11. Rf 0.38 (silica gel, 4:1:1 HtOH/NH4OH/H2O. Run in C(Cl)(Cl)Cl (CHCl3). Yields the product N1CCC(CC1)CCCCOC1=C(C=CC=C1)CCCCS(=O)(=O)NCCP(O)(=O)O ({2-[4-[4-(Piperidin-4-yl)butyloxyphenyl]-1-n-butylsulfonylamino]}ethanephosphonic acid). The reactants are C1COCCN1, Cc1nc(Cl)c2nc(-c3ccccc3)cc-2[nH]1, [K+], [K+], O=C([O-])[O-], O. Yields the product Cc1nc(N2CCOCC2)c2nc(-c3ccccc3)cc-2[nH]1. As a reaction SMILES: [CH2:18]1[CH2:19][O:20][CH2:21][CH2:22][NH:23]1.[Cl:1][c:2]1[c:3]2[n:11][c:10](-[c:12]3[cH:13][cH:14][cH:15][cH:16][cH:17]3)[cH:9][c:4]-2[nH:5][c:6]([CH3:8])[n:7]1.[K+:24].[K+:25].[O-:26][C:27]([O-:28])=[O:29].[OH2:30]>>[c:2]1([N:23]2[CH2:18][CH2:19][O:20][CH2:21][CH2:22]2)[c:3]2[n:11][c:10](-[c:12]3[cH:13][cH:14][cH:15][cH:16][cH:17]3)[cH:9][c:4]-2[nH:5][c:6]([CH3:8])[n:7]1. Reactants: BrC1=CC(=NC=C1)O (4-bromopyridin-2-ol), C1(CC1)B(O)O (cyclopropylboronic acid), C=1C=CN=C(C1)C=2C=CC=CN2 (bipyridine). Reagents/catalysts: CC(=O)[O-].CC(=O)[O-].[Cu+2] (Cu(OAc)2). The solvent is Cl(CH2)2C1. Reaction conditions: temperature 70 celsius, time 24 hour. Yields the product BrC1=CC(N(C=C1)C1CC1)=O (4-Bromo-1-cyclopropylpyridin-2(1H)-one). As a reaction SMILES: [Br:1][C:2]1[CH:7]=[CH:6][N:5]=[C:4]([OH:8])[CH:3]=1.[CH:9]1(B(O)O)[CH2:11][CH2:10]1.C1C=CN=C(C2C=CC=CN=2)C=1>CC([O-])=O.CC([O-])=O.[Cu+2]>[Br:1][C:2]1[CH:7]=[CH:6][N:5]([CH:9]2[CH2:11][CH2:10]2)[C:4](=[O:8])[CH:3]=1 |f:3.4.5|. Reported procedure: A mixture of 4-bromopyridin-2-ol (100 mg, 0.58 mmol), cyclopropylboronic acid (100 mg, 1.3 mmol), Cu(OAc)2 (245 mg, 1.2 mmol), and bipyridine (100 mg, 0.64 mmol) in Cl(CH2)2C1 (5.0 mL) was stirred for 24 h at 70° C. The crude mixture was filtered. The filtrate was collected and concentrated to afford the crude product, which was purified by silica gel column chromatography on silica gel with PE/EA (5:1) to afford tittle compound as a white solid. 1H NMR (400 MHz, CDCl3) δ 7.20 (d, 1 H), 6.79 (d,... Starting materials: [Ag+2], CO, COC(=O)c1ccc(-c2ccc(OC)cc2F)c(Cl)c1, [I-], [Na+], O=S([O-])O, O=S(=O)([O-])[O-]. The product is COC(=O)c1ccc(-c2cc(I)c(OC)cc2F)c(Cl)c1. As a reaction SMILES: [Ag+2:32].[CH3:33][OH:34].[Cl:1][c:2]1[c:3](-[c:12]2[c:13]([F:20])[cH:14][c:15]([O:18][CH3:19])[cH:16][cH:17]2)[cH:4][cH:5][c:6]([C:8](=[O:9])[O:10][CH3:11])[cH:7]1.[I-:21].[Na+:26].[S:22](=[O:23])([OH:24])[O-:25].[S:27]([O-:28])([O-:29])(=[O:30])=[O:31]>>[Cl:1][c:2]1[c:3](-[c:12]2[c:13]([F:20])[cH:14][c:15]([O:18][CH3:19])[c:16]([I:21])[cH:17]2)[cH:4][cH:5][c:6]([C:8](=[O:9])[O:10][CH3:11])[cH:7]1.